describe an organic reaction: reactants, conditions, products, and yield From a dataset of the Open Reaction Database (ORD), a public repository of structured organic reaction records. RXN SMILES: C(OC(=O)[NH:7][C@:8]([CH2:20][O:21][P:22]([O:29]C(C)(C)C)([O:24]C(C)(C)C)=[O:23])([CH3:19])[CH2:9][CH2:10][C:11]1[CH:16]=[CH:15][C:14]([OH:17])=[C:13]([NH2:18])[CH:12]=1)(C)(C)C.[ClH:35].C(O[C:39](=N)[C:40]1[CH:45]=[CH:44][CH:43]=[C:42]([O:46][CH2:47][CH3:48])[CH:41]=1)C>CO>[ClH:35].[NH2:7][C@:8]([CH3:19])([CH2:9][CH2:10][C:11]1[CH:16]=[CH:15][C:14]2[O:17][C:39]([C:40]3[CH:45]=[CH:44][CH:43]=[C:42]([O:46][CH2:47][CH3:48])[CH:41]=3)=[N:18][C:13]=2[CH:12]=1)[CH2:20][O:21][P:22](=[O:23])([OH:24])[OH:29] |f:1.2,4.5|. Solvent: CO (methanol). Starting materials: C(C)(C)(C)OC(N[C@@](CCC1=CC(=C(C=C1)O)N)(C)COP(=O)(OC(C)(C)C)OC(C)(C)C)=O ([(R)-3-(3-Amino-4-hydroxy-phenyl)-1-(di-tert-butoxy-phosphoryloxymethyl)-1-methyl-propyl]-carbamic acid tert-butyl ester), Cl.C(C)OC(C1=CC(=CC=C1)OCC)=N (3-ethoxy-benzimidic acid ethyl ester hydrochloride). Product: Cl.N[C@@](COP(O)(O)=O)(CCC=1C=CC2=C(N=C(O2)C2=CC(=CC=C2)OCC)C1)C (Phosphoric acid mono-{(R)-2-amino-4-[2-(3-ethoxy-phenyl)-benzooxazol-5-yl]-2-methyl-butyl}ester hydrochloride). Reported procedure: A solution of [(R)-3-(3-Amino-4-hydroxy-phenyl)-1-(di-tert-butoxy-phosphoryloxymethyl)-1-methyl-propyl]-carbamic acid tert-butyl ester (157.5 mg, 0.313 mmol) and 3-ethoxy-benzimidic acid ethyl ester hydrochloride in dry methanol (2 mL) was stirred for 20 minutes at 120° C. in a closed vial (microwave reactor). After cooling to RT the precipitate was filtered off, washed 2× with MeOH, 3× with water and 3× with diethyl ether. After drying in vacuum, the precipitate was dissolved in a mixture of di... Reactants: ClC=1C=CC(=C(C1)C1=NN(C=C1NC(=O)C=1C=NN2C1N=CC=C2)C)O (N-(3-(5-chloro-2-hydroxyphenyl)-1-methyl-1H-pyrazol-4-yl)pyrazolo[1,5-a]pyrimidine-3-carboxamide), ICC (iodoethane), C([O-])([O-])=O.[K+].[K+] (potassium carbonate). Run in CC(=O)C (acetone). Conditions: temperature 45 celsius, time 3 hour. Yields the product ClC=1C=CC(=C(C1)C1=NN(C=C1NC(=O)C=1C=NN2C1N=CC=C2)C)OCC (N-(3-(5-chloro-2-ethoxyphenyl)-1-methyl-1H-pyrazol-4-yl)pyrazolo[1,5-a]pyrimidine-3-carboxamide). The yield is 52.8%. Reaction SMILES: [Cl:1][C:2]1[CH:3]=[CH:4][C:5]([OH:26])=[C:6]([C:8]2[C:12]([NH:13][C:14]([C:16]3[CH:17]=[N:18][N:19]4[CH:24]=[CH:23][CH:22]=[N:21][C:20]=34)=[O:15])=[CH:11][N:10]([CH3:25])[N:9]=2)[CH:7]=1.I[CH2:28][CH3:29].C(=O)([O-])[O-].[K+].[K+]>CC(C)=O>[Cl:1][C:2]1[CH:3]=[CH:4][C:5]([O:26][CH2:28][CH3:29])=[C:6]([C:8]2[C:12]([NH:13][C:14]([C:16]3[CH:17]=[N:18][N:19]4[CH:24]=[CH:23][CH:22]=[N:21][C:20]=34)=[O:15])=[CH:11][N:10]([CH3:25])[N:9]=2)[CH:7]=1 |f:2.3.4|. Reported procedure: To a solution of N-(3-(5-chloro-2-hydroxyphenyl)-1-methyl-1H-pyrazol-4-yl)pyrazolo[1,5-a]pyrimidine-3-carboxamide (61.1 mg, 0.166 mmol) in 3.0 mL acetone was added iodoethane (26.0 μL, 0.325 mmol) and potassium carbonate (70.6 mg, 0.511 mmol) The reaction was stirred at 45° C. for 3 hours. The reaction mixture was partitioned between ethyl acetate and water, and the organic portion washed with brine, dried over magnesium sulfate, and concentrated. The crude product was purified by reverse phase ... Conditions: time 30 minute. Yield: 70.0%. Reactants: C1(CCCCC1)C1=C(NC2=CC(=CC=C12)C(=O)OC)C1=C(C=CC=C1)O (methyl 3-cyclohexyl-2-(2-hydroxyphenyl)-1H-indole-6-carboxylate), [H-].[Na+] (NaH), ClCC(=C)CCl (3-chloro-2-(chloromethyl)prop-1-ene). Reported procedure: To a solution of methyl 3-cyclohexyl-2-(2-hydroxyphenyl)-1H-indole-6-carboxylate (prepared as described in example 9, step 1) in dry DMF (0.06 M) was added NaH (2.5 eq., 60% suspension in mineral oil). After 30 min, 3-chloro-2-(chloromethyl)prop-1-ene (1.2 eq.) was added dropwise via syringe and the solution stirred at RT for 60 min. The reaction mixture was diluted with EtOAc and washed with 1N aqueous HCl and with brine, dried (Na2SO4) and evaporated. The crude residue was purified by flash ch... RXN SMILES: [CH:1]1([C:7]2[C:15]3[C:10](=[CH:11][C:12]([C:16]([O:18][CH3:19])=[O:17])=[CH:13][CH:14]=3)[NH:9][C:8]=2[C:20]2[CH:25]=[CH:24][CH:23]=[CH:22][C:21]=2[OH:26])[CH2:6][CH2:5][CH2:4][CH2:3][CH2:2]1.[H-].[Na+].Cl[CH2:30][C:31]([CH2:33]Cl)=[CH2:32]>CN(C=O)C.CCOC(C)=O>[CH:1]1([C:7]2[C:15]3[CH:14]=[CH:13][C:12]([C:16]([O:18][CH3:19])=[O:17])=[CH:11][C:10]=3[N:9]3[C:8]=2[C:20]2[CH:25]=[CH:24][CH:23]=[CH:22][C:21]=2[O:26][CH2:33][C:31](=[CH2:30])[CH2:32]3)[CH2:6][CH2:5][CH2:4][CH2:3][CH2:2]1 |f:1.2|. Run in CCOC(=O)C (EtOAc), CN(C)C=O (DMF). The product is C1(CCCCC1)C=1C=2C=CC(=CC2N2CC(COC3=C(C21)C=CC=C3)=C)C(=O)OC (methyl 14-cyclohexyl-7-methylene-7,8-dihydro-6H-indolo[1,2-e][1,5]benzoxazocine-11-carboxylate). Reactants: CC(=NC#N)NC1c2cc(C#N)ccc2OC(C)(C)C1O, CC(=O)OC(C)=O, c1ccncc1. Product: CC(=O)OC1C(NC(C)=NC#N)c2cc(C#N)ccc2OC1(C)C. As a reaction SMILES: [C:1](#[N:2])[N:3]=[C:4]([CH3:5])[NH:6][CH:7]1[CH:8]([OH:21])[C:9]([CH3:19])([CH3:20])[O:10][c:11]2[c:12]1[cH:13][c:14]([C:17]#[N:18])[cH:15][cH:16]2.[CH3:22][C:23](=[O:24])[O:25][C:26](=[O:27])[CH3:28].[cH:29]1[cH:30][cH:31][n:32][cH:33][cH:34]1>>[C:1](#[N:2])[N:3]=[C:4]([CH3:5])[NH:6][CH:7]1[CH:8]([O:21][C:23]([CH3:22])=[O:24])[C:9]([CH3:19])([CH3:20])[O:10][c:11]2[c:12]1[cH:13][c:14]([C:17]#[N:18])[cH:15][cH:16]2. Reactants: NCCCCBr, Br, CCO, c1ccncc1. Yields the product [Br-], Br, NCCCC[n+]1ccccc1. RXN SMILES: [Br:2][CH2:3][CH2:4][CH2:5][CH2:6][NH2:7].[BrH:1].[CH3:14][CH2:15][OH:16].[cH:8]1[cH:9][cH:10][n:11][cH:12][cH:13]1>>[Br-:1].[BrH:2].[CH2:3]([CH2:4][CH2:5][CH2:6][NH2:7])[n+:11]1[cH:10][cH:9][cH:8][cH:13][cH:12]1. Reactants: C=1C=CC(=CC1)P(C=2C=CC=CC2)C3=CC=C4C=CC=CC4=C3C5=C6C=CC=CC6=CC=C5P(C=7C=CC=CC7)C=8C=CC=CC8 (BINAP), C(C)(C)(C)O[Na] (t-BuONa), BrC1=CC=C(C=C1)N1C=NC2=C1C=CC(=C2)C(=O)NCC=2C=NC=CC2 (1-(4-bromophenyl)-N-pyridin-3-ylmethyl-1H-benzimidazole-5-carboxamide), Cl.O(C1=CC=CC=C1)CCCN (3-phenoxypropylamine hydrochloride). Reagents/catalysts: C=1C=CC(=CC1)/C=C/C(=O)/C=C/C2=CC=CC=C2.C=1C=CC(=CC1)/C=C/C(=O)/C=C/C2=CC=CC=C2.C=1C=CC(=CC1)/C=C/C(=O)/C=C/C2=CC=CC=C2.[Pd].[Pd] (Pd2 dba3). Reaction conditions: time 10 minute. Product: O(C1=CC=CC=C1)CCCNC1=CC=C(C=C1)N1C=NC2=C1C=CC(=C2)C(=O)NCC=2C=NC=CC2 (1-{4-[(3-phenoxypropyl)amino]phenyl}-N-pyridin-3-ylmethyl-1H-benzimidazole-5-carboxamide). As a reaction SMILES: Br[C:2]1[CH:7]=[CH:6][C:5]([N:8]2[C:12]3[CH:13]=[CH:14][C:15]([C:17]([NH:19][CH2:20][C:21]4[CH:22]=[N:23][CH:24]=[CH:25][CH:26]=4)=[O:18])=[CH:16][C:11]=3[N:10]=[CH:9]2)=[CH:4][CH:3]=1.Cl.[O:28]([CH2:35][CH2:36][CH2:37][NH2:38])[C:29]1[CH:34]=[CH:33][CH:32]=[CH:31][CH:30]=1.C1C=CC(P(C2C(C3C(P(C4C=CC=CC=4)C4C=CC=CC=4)=CC=C4C=3C=CC=C4)=C3C(C=CC=C3)=CC=2)C2C=CC=CC=2)=CC=1.C(O[Na])(C)(C)C>C1C=CC(/C=C/C(/C=C/C2C=CC=CC=2)=O)=CC=1.C1C=CC(/C=C/C(/C=C/C2C=CC=CC=2)=O)=CC=1.C1C=CC(/C=C/C(/C=C/C2C=CC=CC=2)=O)=CC=1.[Pd].[Pd]>[O:28]([CH2:35][CH2:36][CH2:37][NH:38][C:2]1[CH:7]=[CH:6][C:5]([N:8]2[C:12]3[CH:13]=[CH:14][C:15]([C:17]([NH:19][CH2:20][C:21]4[CH:22]=[N:23][CH:24]=[CH:25][CH:26]=4)=[O:18])=[CH:16][C:11]=3[N:10]=[CH:9]2)=[CH:4][CH:3]=1)[C:29]1[CH:34]=[CH:33][CH:32]=[CH:31][CH:30]=1 |f:1.2,5.6.7.8.9|. Reported procedure: A flask containing 1-(4-bromophenyl)-N-pyridin-3-ylmethyl-1H-benzimidazole-5-carboxamide (EXAMPLE C2, 100 mg, 0.25 mmol) and 3-phenoxypropylamine hydrochloride (54 mg, 0.29 mmol) was evacuated and refilled with N2 (2×). To this was added BINAP (112 mg, 0.18 mmol), Pd2 dba3 (55 mg, 0.06 mmol) and t-BuONa (68 mg, 0.7 mmol) in one portion as a mixture, with minimum exposure to air. The flask was again evacuated and refilled with N2 (3×). Degassed, anhydrous dioxane (2 mL) was added via syringe and ...